Dataset: the Open Reaction Database (ORD), a public repository of structured organic reaction records. Task: describe an organic reaction: reactants, conditions, products, and yield Reactants: CC(=O)OC(C)=O, CC(C)(Cc1c[nH]c2ccccc12)NCC(O)c1ccc(N)nc1, c1ccncc1. The product is CC(C)(Cc1c[nH]c2ccccc12)NCC(O)c1ccc(N)[n+]([O-])c1. As a reaction SMILES: [CH3:25][C:26](=[O:27])[O:28][C:29](=[O:30])[CH3:31].[NH2:1][c:2]1[cH:3][cH:4][c:5]([CH:8]([OH:9])[CH2:10][NH:11][C:12]([CH2:13][c:14]2[cH:15][nH:16][c:17]3[cH:18][cH:19][cH:20][cH:21][c:22]23)([CH3:23])[CH3:24])[cH:6][n:7]1.[cH:32]1[cH:33][cH:34][n:35][cH:36][cH:37]1>>[NH2:1][c:2]1[cH:3][cH:4][c:5]([CH:8]([OH:9])[CH2:10][NH:11][C:12]([CH2:13][c:14]2[cH:15][nH:16][c:17]3[cH:18][cH:19][cH:20][cH:21][c:22]23)([CH3:23])[CH3:24])[cH:6][n+:7]1[O-:27].